From a dataset of the Open Reaction Database (ORD), a public repository of structured organic reaction records. describe an organic reaction: reactants, conditions, products, and yield Starting materials: COC=1C=C(C=CC1)O (3-methoxyphenol), CC(=CC(=O)O)C (3,3-dimethylacrylic acid), ice water. Run in polyphosphoric acid. Run at temperature 100 celsius, time 2 hour. The product is COC1=CC=C2C(CC(OC2=C1)(C)C)=O (7-Methoxy-2,2-dimethylchroman-4-one). The yield is 75.1%. As a reaction SMILES: [CH3:1][O:2][C:3]1[CH:4]=[C:5]([OH:9])[CH:6]=[CH:7][CH:8]=1.[CH3:10][C:11]([CH3:16])=[CH:12][C:13](O)=[O:14]>>[CH3:1][O:2][C:3]1[CH:4]=[C:5]2[C:6]([C:13](=[O:14])[CH2:12][C:11]([CH3:16])([CH3:10])[O:9]2)=[CH:7][CH:8]=1. Reported procedure: The title compound was synthesized by referring to Chem. Pharm. Bull., 1977, 25, 2788. To 3-methoxyphenol (8.5 g) and 3,3-dimethylacrylic acid (7.5 g) was added polyphosphoric acid (80 ml), and the solution was stirred for 2 hours at 100° C. The reaction mixture was poured into an ice water, the solution was stirred, and then extracted with diethyl ether, then sequentially washed with an aqueous solution of 2N sodium hydroxide, water and brine, dried over anhydrous magnesium sulfate, then filter... The reactants are CC(C)(C)OC(=O)NC(CCC(N)=O)C(=O)O, CC(C)(C)OC(=O)NC(CCCCN)C(=O)O. Yields the product NC(=O)CCC(N)C(=O)O. RXN SMILES: [C:18]([O:19][C:20]([CH3:21])([CH3:22])[CH3:23])(=[O:24])[NH:25][CH:26]([CH2:27][CH2:28][C:29]([NH2:30])=[O:31])[C:32](=[O:33])[OH:34].[C:1]([NH:2][CH:3]([C:4]([OH:5])=[O:6])[CH2:7][CH2:8][CH2:9][CH2:10][NH2:11])([O:12][C:13]([CH3:14])([CH3:15])[CH3:16])=[O:17]>>[NH2:25][CH:26]([CH2:27][CH2:28][C:29]([NH2:30])=[O:31])[C:32](=[O:33])[OH:34]. Procedure details: To a methanol (20 ml) solution of 460 mg of 2-chloro-4-{4-[6-(3,4-dimethoxyphenyl) pyridine-2-carbonyl]piperazin-1-yl}pyrimidine monohydrate was added 150 mg of 10% palladium/carbon, followed by 23 hours of stirring at room temperature under a hydrogen atmosphere of normal pressure. Insoluble matter was removed by filtration and the residue obtained by evaporation of the solvent was purified by silica gel column chromatography (chloroform-methanol) and further, recrystallization was carried out ... The product is COC=1C=C(C=CC1OC)C1=CC=CC(=N1)C(=O)N1CCN(CC1)C1=NC=NC=C1 (4-{4-[6-(3,4-dimethoxyphenyl)pyridine-2-carbonyl]piperazin-1-yl}pyrimidine). Yield: 20.4%. Reactants: O.ClC1=NC=CC(=N1)N1CCN(CC1)C(=O)C1=NC(=CC=C1)C1=CC(=C(C=C1)OC)OC (2-chloro-4-{4-[6-(3,4-dimethoxyphenyl) pyridine-2-carbonyl]piperazin-1-yl}pyrimidine monohydrate). Reaction conditions: time 23 hour. As a reaction SMILES: O.Cl[C:3]1[N:8]=[C:7]([N:9]2[CH2:14][CH2:13][N:12]([C:15]([C:17]3[CH:22]=[CH:21][CH:20]=[C:19]([C:23]4[CH:28]=[CH:27][C:26]([O:29][CH3:30])=[C:25]([O:31][CH3:32])[CH:24]=4)[N:18]=3)=[O:16])[CH2:11][CH2:10]2)[CH:6]=[CH:5][N:4]=1>[Pd].CO>[CH3:32][O:31][C:25]1[CH:24]=[C:23]([C:19]2[N:18]=[C:17]([C:15]([N:12]3[CH2:13][CH2:14][N:9]([C:7]4[CH:6]=[CH:5][N:4]=[CH:3][N:8]=4)[CH2:10][CH2:11]3)=[O:16])[CH:22]=[CH:21][CH:20]=2)[CH:28]=[CH:27][C:26]=1[O:29][CH3:30] |f:0.1|. The reagents and catalysts are [Pd] (palladium/carbon). Solvent: CO (methanol).